describe an organic reaction: reactants, conditions, products, and yield From a dataset of the Open Reaction Database (ORD), a public repository of structured organic reaction records. The reactants are O=C1OCc2cc(Br)ccc21, CO, [Li+], C1CCOC1, [OH-], O, O. The product is O=C(O)c1cc(Br)ccc1CO. As a reaction SMILES: [Br:4][c:5]1[cH:6][c:7]2[c:12]([cH:13][cH:14]1)[C:10](=[O:11])[O:9][CH2:8]2.[CH3:16][OH:17].[Li+:3].[O:18]1[CH2:19][CH2:20][CH2:21][CH2:22]1.[OH-:2].[OH2:15].[OH2:1]>>[OH:1][C:8]([c:7]1[cH:6][c:5]([Br:4])[cH:14][cH:13][c:12]1[CH2:10][OH:11])=[O:9]. Starting materials: CN(C)C=O, COCCl, [H-], [Na+], O, CC(=O)c1ccccc1O. Product: COCOc1ccccc1C(C)=O. Reaction SMILES: [CH3:18][N:19]([CH3:20])[CH:21]=[O:22].[Cl:3][CH2:4][O:5][CH3:6].[H-:1].[Na+:2].[OH2:7].[OH:8][c:9]1[c:10]([C:15]([CH3:16])=[O:17])[cH:11][cH:12][cH:13][cH:14]1>>[CH2:4]([O:5][CH3:6])[O:8][c:9]1[c:10]([C:15]([CH3:16])=[O:17])[cH:11][cH:12][cH:13][cH:14]1. Starting materials: BrCC1(OC2=C(C1)C(=C(C(=C2C)C)N)C)C (2-bromomethyl-2,3-dihydro-2,4,6,7-tetramethyl-5-benzofuranamine), ClC1=CC=C(C=C1)C1(CCNCC1)O (4-(4-chlorophenyl)-4-hydroxypiperidine), ClC1=CC=C(C=C1)C1(CCNCC1)O (4-(4-chlorophenyl)-4-hydroxypiperidine). The solvent is C=1(C(=CC=CC1)C)C (xylene). Run at temperature 120 celsius, time 1.5 hour. Product: NC=1C(=C(C2=C(CC(O2)(C)CN2CCC(CC2)(O)C2=CC=C(C=C2)Cl)C1C)C)C (1-[(5-Amino-2,3-dihydro-2,4,6,7-tetramethylbenzofuran-2-yl)methyl]-4-(4-chlorophenyl)-4-piperidinol). The yield is 28.4%. As a reaction SMILES: Br[CH2:2][C:3]1([CH3:16])[CH2:7][C:6]2[C:8]([CH3:15])=[C:9]([NH2:14])[C:10]([CH3:13])=[C:11]([CH3:12])[C:5]=2[O:4]1.[Cl:17][C:18]1[CH:23]=[CH:22][C:21]([C:24]2([OH:30])[CH2:29][CH2:28][NH:27][CH2:26][CH2:25]2)=[CH:20][CH:19]=1>C1(C)C(C)=CC=CC=1>[NH2:14][C:9]1[C:10]([CH3:13])=[C:11]([CH3:12])[C:5]2[O:4][C:3]([CH2:2][N:27]3[CH2:26][CH2:25][C:24]([C:21]4[CH:22]=[CH:23][C:18]([Cl:17])=[CH:19][CH:20]=4)([OH:30])[CH2:29][CH2:28]3)([CH3:16])[CH2:7][C:6]=2[C:8]=1[CH3:15]. Procedure details: A suspension of 2-bromomethyl-2,3-dihydro-2,4,6,7-tetramethyl-5-benzofuranamine (1.4 g) and 4-(4-chlorophenyl)-4-hydroxypiperidine (1.3 g) in xylene (10 mL) was stirred under nitrogen gas at 120° C. for 1.5 hours and, then, refluxed for 16 hours. Thereafter, 0.85 g of 4-(4-chlorophenyl)-4-hydroxypiperidine was added and the mixture was refluxed for 24 hours. After cooling, the reaction mixture was filtered and washed with diethyl ether. The filtrate was extracted with 1N-hydrochloric acid and th... Starting materials: C(C1=CC=CC=C1)N1C2=C(C=CC=C2C=2C(=CC=CC12)OCC#N)F (2-[(9-benzyl-8-fluoro-9H-carbazol-4-yl)oxy]acetonitrile), B.CSC (borane methyl sulfide), B.CSC (borane methyl sulfide). The solvent is C1CCOC1 (THF). Conditions: time 3.5 hour. The product is C(C1=CC=CC=C1)N1C2=C(C=CC=C2C=2C(=CC=CC12)OCCN)F (2-[(9-Benzyl-8-fluoro-9H-carbazol-4-yl)oxy]ethylamine). The yield is 43.3%. As a reaction SMILES: [CH2:1]([N:8]1[C:20]2[CH:19]=[CH:18][CH:17]=[C:16]([O:21][CH2:22][C:23]#[N:24])[C:15]=2[C:14]2[C:9]1=[C:10]([F:25])[CH:11]=[CH:12][CH:13]=2)[C:2]1[CH:7]=[CH:6][CH:5]=[CH:4][CH:3]=1.B.CSC>C1COCC1>[CH2:1]([N:8]1[C:20]2[CH:19]=[CH:18][CH:17]=[C:16]([O:21][CH2:22][CH2:23][NH2:24])[C:15]=2[C:14]2[C:9]1=[C:10]([F:25])[CH:11]=[CH:12][CH:13]=2)[C:2]1[CH:3]=[CH:4][CH:5]=[CH:6][CH:7]=1 |f:1.2|. Reported procedure: A mixture of 2-[(9-benzyl-8-fluoro-9H-carbazol-4-yl)oxy]acetonitrile (0.7685 g, 0.0023 mol), dry THF (20 mL) and borane-methyl sulfide (0.71 mL, 0.0075 mol) is stirred at room temperature for 3.5 h. Additional borane-methyl sulfide (0.20 mL, 0.0021 mol) is added and the mixture is stirred overnight. The excess borane is cautiously quenched with methanol and the mixture is concentrated under reduced pressure. Methanol and dichloromethane are added to the residue and the solution is again concentr... Starting materials: CCOC(C)=O, CCO, FC(F)(F)c1cccc(C=C2c3ccccc3CCc3ccccc32)c1, [H][H]. The product is FC(F)(F)c1cccc(CC2c3ccccc3CCc3ccccc32)c1. As a reaction SMILES: [CH3:27][CH2:28][O:29][C:30](=[O:31])[CH3:32].[CH3:35][CH2:36][OH:37].[F:1][C:2]([c:3]1[cH:4][c:5]([CH:6]=[C:7]2[c:8]3[c:9]([cH:18][cH:19][cH:20][cH:21]3)[CH2:10][CH2:11][c:12]3[c:13]2[cH:14][cH:15][cH:16][cH:17]3)[cH:22][cH:23][cH:24]1)([F:25])[F:26].[H:33][H:34]>>[F:1][C:2]([c:3]1[cH:4][c:5]([CH2:6][CH:7]2[c:8]3[c:9]([cH:18][cH:19][cH:20][cH:21]3)[CH2:10][CH2:11][c:12]3[c:13]2[cH:14][cH:15][cH:16][cH:17]3)[cH:22][cH:23][cH:24]1)([F:25])[F:26]. Reactants: CCCCBr, CC(C)O, Cl, CC(C)(N)CO. Product: CCCCNC(C)(C)CO. RXN SMILES: [Br:7][CH2:8][CH2:9][CH2:10][CH3:11].[CH:13]([OH:14])([CH3:15])[CH3:16].[ClH:12].[NH2:1][C:2]([CH2:3][OH:4])([CH3:5])[CH3:6]>>[NH:1]([C:2]([CH2:3][OH:4])([CH3:5])[CH3:6])[CH2:8][CH2:9][CH2:10][CH3:11]. Reported procedure: An intimate mixture of 4-hydroxy-6-methyl-2-pyrone (1.3 g, 0.0103 mol), and 3,5-difluoro-N,N-dimethylbenzene-1,2-diamine (1.4 g, 0.008 mol) was heated at 160° C. under argon for 15 min. The dark colored reaction mixture was cooled, triturated with EtOAc (15 ml), and filtered. The solids were washed with warm EtOAc, followed by hexane and dried to give the title compound as a light blue solid (0.4 g, 14%). Analalytically pure sample was prepared by reverse-phase HPLC purification using 10-90% CH3... Conditions: temperature 160 celsius. RXN SMILES: [OH:1][C:2]1[CH:7]=[C:6]([CH3:8])O[C:4](=[O:9])[CH:3]=1.[F:10][C:11]1[CH:16]=[C:15]([F:17])[CH:14]=[C:13]([N:18]([CH3:20])[CH3:19])[C:12]=1[NH2:21]>>[CH3:19][N:18]([CH3:20])[C:13]1[CH:14]=[C:15]([F:17])[CH:16]=[C:11]([F:10])[C:12]=1[N:21]1[C:6]([CH3:8])=[CH:7][C:2]([OH:1])=[CH:3][C:4]1=[O:9]. Product: CN(C1=C(C(=CC(=C1)F)F)N1C(C=C(C=C1C)O)=O)C (1-[2-(dimethylamino)-4,6-difluorophenyl]-4-hydroxy-6-methylpyridin-2(1H)-one). Starting materials: OC1=CC(OC(=C1)C)=O (4-hydroxy-6-methyl-2-pyrone), FC1=C(C(=CC(=C1)F)N(C)C)N (3,5-difluoro-N,N-dimethylbenzene-1,2-diamine). Isolated yield 17.8%. Reactants: C(C)(C)(C)OC(=O)N[C@@H](CC(=O)N1CC(CCC1)C1=NC2=C(N1CCCOC)C(=CC=C2)C(=O)OC)CC2=CC1=CC=CC=C1C=C2 (Methyl 2-(1-((R)-3-(tert-butoxycarbonylamino)-4-(naphthalen-2-yl)butanoyl)piperidin-3-yl)-1-(3-methoxypropyl)-1H-benzo[d]imidazole-7-carboxylate), TEA. The solvent is C(Cl)Cl (DCM). Run at time 1 hour. The product is N[C@@H](CC(=O)N1CC(CCC1)C1=NC2=C(N1CCCOC)C(=CC=C2)C(=O)OC)CC2=CC1=CC=CC=C1C=C2 (methyl 2-(1-((R)-3-amino-4-(naphthalen-2-yl)butanoyl)piperidin-3-yl)-1-(3-methoxypropyl)-1H-benzo[d]imidazole-7-carboxylate). Yield: 45.0%. As a reaction SMILES: C(OC([NH:8][C@H:9]([CH2:37][C:38]1[CH:47]=[CH:46][C:45]2[C:40](=[CH:41][CH:42]=[CH:43][CH:44]=2)[CH:39]=1)[CH2:10][C:11]([N:13]1[CH2:18][CH2:17][CH2:16][CH:15]([C:19]2[N:23]([CH2:24][CH2:25][CH2:26][O:27][CH3:28])[C:22]3[C:29]([C:33]([O:35][CH3:36])=[O:34])=[CH:30][CH:31]=[CH:32][C:21]=3[N:20]=2)[CH2:14]1)=[O:12])=O)(C)(C)C>C(Cl)Cl>[NH2:8][C@H:9]([CH2:37][C:38]1[CH:47]=[CH:46][C:45]2[C:40](=[CH:41][CH:42]=[CH:43][CH:44]=2)[CH:39]=1)[CH2:10][C:11]([N:13]1[CH2:18][CH2:17][CH2:16][CH:15]([C:19]2[N:23]([CH2:24][CH2:25][CH2:26][O:27][CH3:28])[C:22]3[C:29]([C:33]([O:35][CH3:36])=[O:34])=[CH:30][CH:31]=[CH:32][C:21]=3[N:20]=2)[CH2:14]1)=[O:12]. Procedure: Methyl 2-(1-((R)-3-(tert-butoxycarbonylamino)-4-(naphthalen-2-yl)butanoyl)piperidin-3-yl)-1-(3-methoxypropyl)-1H-benzo[d]imidazole-7-carboxylate (440) (0.04 mmol, 25 mg) in DCM (5 mL) was added TEA (1 mL). The reaction solution was stirred at rt for 1 hr and then concentrated in vacuo. The residue was purified by preparative LC/MS (20-50% a CH3CN in H2O) to afford methyl 2-(1-((R)-3-amino-4-(naphthalen-2-yl)butanoyl)piperidin-3-yl)-1-(3-methoxypropyl)-1H-benzo[d]imidazole-7-carboxylate (112) (0.... The reactants are [N+](=O)(O)[O-] (nitric acid), C(C=1C(C(=O)O)=CC=CC1)(=O)O (phthalic acid), 3- and 4- nitrophthalic acid. Reaction conditions: time 3 hour. Yields the product [N+](=O)([O-])C1=C(C(C(=O)O)=CC=C1)C(=O)O (3- nitrophthalic acid). As a reaction SMILES: [N+:1]([O-:4])(O)=[O:2].[C:5]([OH:16])(=[O:15])[C:6]1[C:7](=[CH:11][CH:12]=[CH:13][CH:14]=1)[C:8]([OH:10])=[O:9]>>[N+:1]([C:14]1[CH:13]=[CH:12][CH:11]=[C:7]([C:8]([OH:10])=[O:9])[C:6]=1[C:5]([OH:16])=[O:15])([O-:4])=[O:2]. Reported procedure: 100 parts by weight and 150 parts by weight 99% by weight concentrated nitric acid are each added to a reaction vessel and brought to a temperature of 70° C. To each solution is added 10 parts by weight phthalic acid. Nitration is allowed to continue at 70° C. for three hours and produces yields of greater than 90% of theoretical yield consisting essentially of a mixture of 3- and 4- nitrophthalic acid. Table 1 shows the make-up of the reaction product mix in mole percent. The mole ratio of 4- t...